From a dataset of the Open Reaction Database (ORD), a public repository of structured organic reaction records. describe an organic reaction: reactants, conditions, products, and yield Yields the product CCc1cccc2c(c[nH]c12)c1c(NC2CCCCC2)n2cc(C)ccc2n1. The solvent is CC(C)O (isopropyl alcohol), CC(C)O (isopropylalcohol). Reagents/catalysts: O=C(O)C(F)(F)F (trifluoroacetic acid). Run at temperature 22 celsius, time 20 hour. Reaction SMILES: CC1=CC=C(N)N=C1.[C-]#[N+]C1CCCCC1.CCC1=C2NC=C(C=O)C2=CC=C1>>CCC1=C2NC=C(C2=CC=C1)C1=C(NC2CCCCC2)N2C=C(C)C=CC2=N1. Isolated yield 14.2%. Starting materials: CCc1cccc2c(C=O)c[nH]c12, CC1=CN=C(C=C1)N, [C-]#[N+]C1CCCCC1. The solvent is ClCCl (dichloromethane), C(Cl)Cl (CH2Cl2). Yield: 42.2%. Product: C(C(C)(C)C)N1CC(C1)C=1OC(=NN1)CC=1SC2=C(N1)C=CC(=C2)C2=CC=CC=C2 (2-(1-Neopentylazetidin-3-yl)-5-((6-phenylbenzo[d]thiazol-2-yl)methyl)-1,3,4-oxadiazole). RXN SMILES: [NH:1]1[CH2:4][CH:3]([C:5]2[O:6][C:7]([CH2:10][C:11]3[S:12][C:13]4[CH:19]=[C:18]([C:20]5[CH:25]=[CH:24][CH:23]=[CH:22][CH:21]=5)[CH:17]=[CH:16][C:14]=4[N:15]=3)=[N:8][N:9]=2)[CH2:2]1.[CH:26](=O)[C:27]([CH3:30])([CH3:29])[CH3:28].C(O[BH-](OC(=O)C)OC(=O)C)(=O)C.[Na+].O>ClCCl.C(O)(=O)C>[CH2:26]([N:1]1[CH2:4][CH:3]([C:5]2[O:6][C:7]([CH2:10][C:11]3[S:12][C:13]4[CH:19]=[C:18]([C:20]5[CH:25]=[CH:24][CH:23]=[CH:22][CH:21]=5)[CH:17]=[CH:16][C:14]=4[N:15]=3)=[N:8][N:9]=2)[CH2:2]1)[C:27]([CH3:30])([CH3:29])[CH3:28] |f:2.3|. Reported procedure: Compound 42a (117 mg, 0.34 mmol), pivalaldehyde (57.8 mg, 0.67 mmol), sodium triacetoxyborohydride (27.4 mg, 0.13 mmol), and acetic acid (0.123 μl, 2.15 μmol) were stirred in dichloromethane (0.05 mL) at rt for 24 h. H2O was added, followed by CH2Cl2. The organic layer was separated, dried over sodium sulfate, filtered, concentrated under reduced pressure and purified by preparative HPLC (HPLC method D) to give Compound 42b (60 mg, 43% yield) as a tan film. LCMS ESI 419.1 (M+MeOH+H), RT=1.80 min... The reagents and catalysts are C(C)(=O)O (acetic acid). Starting materials: N1CC(C1)C=1OC(=NN1)CC=1SC2=C(N1)C=CC(=C2)C2=CC=CC=C2 (2-(Azetidin-3-yl)-5-((6-phenylbenzo[d]thiazol-2-yl)methyl)-1,3,4-oxadiazole), C(C(C)(C)C)=O (pivalaldehyde), C(C)(=O)O[BH-](OC(C)=O)OC(C)=O.[Na+] (sodium triacetoxyborohydride), O (H2O).